From a dataset of the Open Reaction Database (ORD), a public repository of structured organic reaction records. describe an organic reaction: reactants, conditions, products, and yield Starting materials: C(C)(C)(C)O[C@H](C(=O)OCC)C1=C(C2=CC=C(C=C2C=C1C)C=C)OS(=O)(=O)C(F)(F)F ((S)-ethyl 2-tert-butoxy-2-(3-methyl-1-(trifluoromethylsulfonyloxy)-6-vinylnaphthalen-2-yl)acetate), K2OsO4.2H2O, NaIO4, C1CCOC1 (THF). Run in O (water). Conditions: time 20 minute. Product: C(C)(C)(C)O[C@H](C(=O)OCC)C1=C(C2=CC=C(C=C2C=C1C)C=O)OS(=O)(=O)C(F)(F)F ((S)-ethyl 2-tert-butoxy-2-(6-formyl-3-methyl-1-(trifluoromethyl-sulfonyloxy)naphthalen-2-yl)acetate). Reaction SMILES: [C:1]([O:5][C@@H:6]([C:12]1[C:21]([CH3:22])=[CH:20][C:19]2[C:14](=[CH:15][CH:16]=[C:17]([CH:23]=C)[CH:18]=2)[C:13]=1[O:25][S:26]([C:29]([F:32])([F:31])[F:30])(=[O:28])=[O:27])[C:7]([O:9][CH2:10][CH3:11])=[O:8])([CH3:4])([CH3:3])[CH3:2].C1C[O:36]CC1>O>[C:1]([O:5][C@@H:6]([C:12]1[C:21]([CH3:22])=[CH:20][C:19]2[C:14](=[CH:15][CH:16]=[C:17]([CH:23]=[O:36])[CH:18]=2)[C:13]=1[O:25][S:26]([C:29]([F:32])([F:30])[F:31])(=[O:27])=[O:28])[C:7]([O:9][CH2:10][CH3:11])=[O:8])([CH3:2])([CH3:3])[CH3:4]. Procedure: A solution of (S)-ethyl 2-tert-butoxy-2-(3-methyl-1-(trifluoromethylsulfonyloxy)-6-vinylnaphthalen-2-yl)acetate (0.60 g, 1.3 mmol) in THF (7 mL) at room temperaturewas treated with a previously prepared mixture of K2OsO4.2H2O (0.023 g, 0.063 mmol) and NaIO4 (0.81 g, 3.8 mmol) in water (5 mL). The resulting suspension becomes thick and opaque. After vigorous stirring for 20 min, the suspension is filtered through a pad of Celite, and the filtrate is washed with batches of EtOAc until white in col...